From a dataset of the Open Reaction Database (ORD), a public repository of structured organic reaction records. describe an organic reaction: reactants, conditions, products, and yield The reactants are Example 2 ( a ), Example 2 ( a ), Br.ClC=1C(=C(C=CC1)N=C1SC=C(N1C)C1=CC(=C(C=C1)Cl)S(N(C)C)(=O)=O)C (2-(3-chloro-2-methylphenyl-imino)-4-(4-chloro-3-dimethylsulfamoylphenyl)-3-methyl-4-thiazoline hydrobromide), N (ammonia). Run in C(C)N(CC)CC (triethylamine). The product is ClC=1C(=C(C=CC1)N=C1SC=C(N1C)C1=CC(=C(C=C1)Cl)S(N(C)C)(=O)=O)C (2-(3-Chloro-2-methylphenyl-imino)-4-(4-chloro-3-dimethylsulfamoylphenyl)-3-methyl-4-thiazoline). As a reaction SMILES: Br.[Cl:2][C:3]1[C:4]([CH3:29])=[C:5]([N:9]=[C:10]2[N:14]([CH3:15])[C:13]([C:16]3[CH:21]=[CH:20][C:19]([Cl:22])=[C:18]([S:23](=[O:28])(=[O:27])[N:24]([CH3:26])[CH3:25])[CH:17]=3)=[CH:12][S:11]2)[CH:6]=[CH:7][CH:8]=1.N>C(N(CC)CC)C>[Cl:2][C:3]1[C:4]([CH3:29])=[C:5]([N:9]=[C:10]2[N:14]([CH3:15])[C:13]([C:16]3[CH:21]=[CH:20][C:19]([Cl:22])=[C:18]([S:23](=[O:28])(=[O:27])[N:24]([CH3:25])[CH3:26])[CH:17]=3)=[CH:12][S:11]2)[CH:6]=[CH:7][CH:8]=1 |f:0.1|. Procedure: Obtained by a procedure analogous to that indicated in Example 2 (a), from 2-(3-chloro-2-methylphenyl-imino)-4-(4-chloro-3-dimethylsulfamoylphenyl)-3-methyl-4-thiazoline hydrobromide, the reaction mixture being rendered alkaline with a 20% methanolic ammonia solution instead of with triethylamine and worked up as in Example 2 (a). Colorless crystals; melting point 144°-146° C. Reactants: Sc1nc2cc(Br)ccc2s1, O=S(=O)(Cl)Cl. Product: Clc1nc2cc(Br)ccc2s1. Reaction SMILES: [Br:6][c:7]1[cH:8][cH:9][c:10]2[c:11]([n:12][c:13]([SH:15])[s:14]2)[cH:16]1.[Cl:1][S:2](=[O:3])(=[O:4])[Cl:5]>>[Cl:1][c:13]1[n:12][c:11]2[c:10]([cH:9][cH:8][c:7]([Br:6])[cH:16]2)[s:14]1. The reactants are N1(CCCCC1)CC1=CC=C(C=C1)NC(\C=C\C1=CC(=CC=C1)C1=C(C=CC=C1)C)=O ((E)-N-[4-(piperidino-methyl)-phenyl]-3-(2-methylphenyl)cinnamamide), CI (methyl iodide). Solvent: CN(C)C=O (DMF). Conditions: time 20 hour. Product: [I-].C[N+]1(CCCCC1)CC1=CC=C(C=C1)NC(\C=C\C1=CC(=CC=C1)C1=C(C=CC=C1)C)=O ((E)-1-methyl-1-[4-(3-(2-methyl-phenyl)cinnamamido)benzyl]-piperidinium iodide). Yield: 94.7%. As a reaction SMILES: [N:1]1([CH2:7][C:8]2[CH:13]=[CH:12][C:11]([NH:14][C:15](=[O:31])/[CH:16]=[CH:17]/[C:18]3[CH:23]=[CH:22][CH:21]=[C:20]([C:24]4[CH:29]=[CH:28][CH:27]=[CH:26][C:25]=4[CH3:30])[CH:19]=3)=[CH:10][CH:9]=2)[CH2:6][CH2:5][CH2:4][CH2:3][CH2:2]1.[CH3:32][I:33]>CN(C=O)C>[I-:33].[CH3:32][N+:1]1([CH2:7][C:8]2[CH:9]=[CH:10][C:11]([NH:14][C:15](=[O:31])/[CH:16]=[CH:17]/[C:18]3[CH:23]=[CH:22][CH:21]=[C:20]([C:24]4[CH:29]=[CH:28][CH:27]=[CH:26][C:25]=4[CH3:30])[CH:19]=3)=[CH:12][CH:13]=2)[CH2:6][CH2:5][CH2:4][CH2:3][CH2:2]1 |f:3.4|. Procedure: In DMF (6ml) was dissolved (E)-N-[4-(piperidino-methyl)-phenyl]-3-(2-methylphenyl)cinnamamide (0.62g), and to the mixture was added methyl iodide (0.64g). The mixture was stirred at room temperature for 20 hours and concentrated under reduced pressure. The residue was solidified with ethyl acetate to give (E)-1-methyl-1-[4-(3-(2-methyl-phenyl)cinnamamido)benzyl]-piperidinium iodide (Compound 73) (0.79g) as pale yellow amorphous.